This data is from the Open Reaction Database (ORD), a public repository of structured organic reaction records. The task is: describe an organic reaction: reactants, conditions, products, and yield The reactants are CC(C)(C)OC(=O)N1CCC(COCC2CC2)C1, CC(C)O, Cl. Product: C1CC(COCC2CC2)CN1. As a reaction SMILES: [CH:1]1([CH2:4][O:5][CH2:6][CH:7]2[CH2:8][N:9]([C:12]([O:13][C:14]([CH3:15])([CH3:16])[CH3:17])=[O:18])[CH2:10][CH2:11]2)[CH2:2][CH2:3]1.[CH:20]([OH:21])([CH3:22])[CH3:23].[ClH:19]>>[CH:1]1([CH2:4][O:5][CH2:6][CH:7]2[CH2:8][NH:9][CH2:10][CH2:11]2)[CH2:2][CH2:3]1. The reactants are CC(=O)OC(C)(C)C, C1CCOC1, COC(=O)c1cccc(-n2nncc2CN(C)C)c1, CNC, [Li], COC(=O)c1cccc(N=[N+]=[N-])c1, O=S(Cl)Cl. The product is CN(C)Cc1cnnn1-c1cccc(C(=O)CC(=O)OC(C)(C)C)c1. As a reaction SMILES: [C:40]([CH3:41])(=[O:42])[O:43][C:44]([CH3:45])([CH3:46])[CH3:47].[CH2:49]1[O:50][CH2:51][CH2:52][CH2:53]1.[CH3:1][O:2][C:3]([c:4]1[cH:5][c:6](-[n:10]2[n:11][n:12][cH:13][c:14]2[CH2:15][N:16]([CH3:17])[CH3:18])[cH:7][cH:8][cH:9]1)=[O:19].[CH3:37][NH:38][CH3:39].[Li:48].[N:20]([c:21]1[cH:22][c:23]([C:27]([O:28][CH3:29])=[O:30])[cH:24][cH:25][cH:26]1)=[N+:31]=[N-:32].[S:33]([Cl:34])([Cl:35])=[O:36]>>[C:3]([c:4]1[cH:5][c:6](-[n:10]2[n:11][n:12][cH:13][c:14]2[CH2:15][N:16]([CH3:17])[CH3:18])[cH:7][cH:8][cH:9]1)(=[O:19])[CH2:41][C:40](=[O:42])[O:43][C:44]([CH3:45])([CH3:46])[CH3:47]. Reactants: ClC=1N=CC=C2C1NC(=C2)C(=O)N2CCCC2 (7-Chloro-2-(1-pyrrolidinylcarbonyl)-1H-pyrrolo[2,3-c]pyridine). The solvent is C(C)O (ethanol). Yields the product N1(CCCC1)C(=O)C1=CC=2C(=CN=CC2)N1 (2-(1-Pyrrolidinylcarbonyl)-1H-pyrrolo[2,3-c]pyridine). The yield is 46.0%. Reaction SMILES: Cl[C:2]1[N:3]=[CH:4][CH:5]=[C:6]2[CH:10]=[C:9]([C:11]([N:13]3[CH2:17][CH2:16][CH2:15][CH2:14]3)=[O:12])[NH:8][C:7]=12>C(O)C>[N:13]1([C:11]([C:9]2[NH:8][C:7]3=[CH:2][N:3]=[CH:4][CH:5]=[C:6]3[CH:10]=2)=[O:12])[CH2:17][CH2:16][CH2:15][CH2:14]1. Procedure: 2-(1-Pyrrolidinylcarbonyl)-1H-pyrrolo[2,3-c]pyridine (22 mg, 46%) was prepared as an off-white solid following the procedure described for Example 27 using 7-chloro-2-(1-pyrrolidinylcarbonyl)-1H-pyrrolo[2,3-c]pyridine (Example 13) and ethanol as a solvent: mp 260-275° C. dec.; 1H NMR (300 MHz, CD3OD) δ1.98-2.10 (4H, m), 3.66-3.71 (2H, m), 3.89-3.94 (2H, m), 7.10 (1H, s), 7.74 (1H, d, J=5.4 Hz), 8.13 (1H, d, J=5.7 Hz), 8.82 (1H, s); ESI MS m/z 216 [C12H13N3O+H]+; HPLC (Method A) 93.3% (AUC), tR=1... Reactants: CC(=O)C1=CC=C(C=C1)F (4-fluoroacetophenone), solution, C(CCC)[Li] (n-butyllithium), C(C)OP(=O)(OCC)C1SCCS1 (2-diethoxyphosphoryl-1,3-dithiolane). The solvent is CCCCCC (hexane), O1CCCC1 (tetrahydrofuran). Run at time 1 hour. Yields the product S1C(SCC1)=C(C)C1=CC=C(C=C1)F (1-(1,3-dithiolan-2-ylidene)-1-(4-fluorophenyl)-ethane). Reaction SMILES: C([Li])CCC.C(OP([CH:14]1[S:18][CH2:17][CH2:16][S:15]1)(OCC)=O)C.[CH3:19][C:20]([C:22]1[CH:27]=[CH:26][C:25]([F:28])=[CH:24][CH:23]=1)=O>CCCCCC.O1CCCC1>[S:18]1[CH2:17][CH2:16][S:15][C:14]1=[C:20]([C:22]1[CH:27]=[CH:26][C:25]([F:28])=[CH:24][CH:23]=1)[CH3:19]. Procedure: A 1.3M solution of n-butyllithium in hexane (28 ml) is added at -78° to a solution of 2-diethoxyphosphoryl-1,3-dithiolane (8.1 g) in dry tetrahydrofuran (70 ml). The mixture is stirred for one hour at -78° and 4-fluoroacetophenone is added (4.3 g). The mixture is stirred for one more hour at the same temperature and slowly warmed to room temperature. After removal of the solvents, the residue is dissolved in dichloromethane (200 ml). The solution is washed with a 10% aqueous solution of ammonium... Starting materials: CCc1nn(Cc2ccc(OC)cc2)c2ncc(C3CC3)c(N3CCN(C(=O)OC(C)(C)C)CC3)c12, ClCCl, O=C(O)C(F)(F)F. Product: CCc1nn(Cc2ccc(OC)cc2)c2ncc(C3CC3)c(N3CCNCC3)c12. As a reaction SMILES: [CH:1]1([c:4]2[c:5]([N:24]3[CH2:25][CH2:26][N:27]([C:30]([O:31][C:32]([CH3:33])([CH3:34])[CH3:35])=[O:36])[CH2:28][CH2:29]3)[c:6]3[c:7]([n:8][cH:9]2)[n:10]([CH2:15][c:16]2[cH:17][cH:18][c:19]([O:22][CH3:23])[cH:20][cH:21]2)[n:11][c:12]3[CH2:13][CH3:14])[CH2:2][CH2:3]1.[Cl:44][CH2:45][Cl:46].[F:37][C:38]([F:39])([F:40])[C:41]([OH:42])=[O:43]>>[CH:1]1([c:4]2[c:5]([N:24]3[CH2:25][CH2:26][NH:27][CH2:28][CH2:29]3)[c:6]3[c:7]([n:8][cH:9]2)[n:10]([CH2:15][c:16]2[cH:17][cH:18][c:19]([O:22][CH3:23])[cH:20][cH:21]2)[n:11][c:12]3[CH2:13][CH3:14])[CH2:2][CH2:3]1.